This data is from the Open Reaction Database (ORD), a public repository of structured organic reaction records. The task is: describe an organic reaction: reactants, conditions, products, and yield Starting materials: C(#N)P(OCC)(OCC)=O (diethyl cyanophosphonate), FC(C=1C=C2C(=NC1)N(C(=C2)C(=O)O)CC2=CC(=CC=C2)F)(F)F (5-trifluoromethyl-1-[(3-fluorophenyl)methyl]-1H-pyrrolo[2,3-b]pyridine-2-carboxylic acid). Yields the product NC=1C=NC(=CC1)N1CCC1 (3-amino-6-(azetidin-1-yl)-pyridine). Isolated yield 120.0%. RXN SMILES: C(P(=O)(OCC)OCC)#[N:2].FC(F)(F)[C:13]1[CH:14]=[C:15]2C=C(C(O)=O)[N:19]([CH2:25][C:26]3[CH:31]=CC=C(F)C=3)[C:16]2=[N:17][CH:18]=1>>[NH2:2][C:13]1[CH:18]=[N:17][C:16]([N:19]2[CH2:25][CH2:26][CH2:31]2)=[CH:15][CH:14]=1. Reported procedure: Add, dropwise, 4.26 g (24.83 mmol) of diethyl cyanophosphonate to a solution, stirred at 20° C. under a nitrogen atmosphere, of 7 g (20.69 mmol) of 5-trifluoromethyl-1-[(3-fluorophenyl)methyl]-1H-pyrrolo[2,3-b]pyridine-2-carboxylic acid as obtained in Stage 1.3 and 3.7 g (24.83 mmol) of 3-amino-6-(azetidin-1-yl)-pyridine prepared in the preceding stage in 140 mL of dimethylformamide. Then add, dropwise, 4.6 mL (45.53 mmol) of triethylamine, then stir the reaction mixture for 70 hours at 20° C. A... The reactants are BrC1=C(C=C(C=C1)CO)F ((4-bromo-3-fluorophenyl)methanol), P(Br)(Br)Br (PBr3), C(=O)([O-])[O-].[Na+].[Na+] (Na2CO3). The solvent is C(Cl)Cl (DCM). Run at temperature 20 celsius. Yields the product BrC1=C(C=C(C=C1)CBr)F (1-bromo-4-(bromomethyl)-2-fluorobenzene). Isolated yield 61.0%. Reaction SMILES: [Br:1][C:2]1[CH:7]=[CH:6][C:5]([CH2:8]O)=[CH:4][C:3]=1[F:10].P(Br)(Br)[Br:12].C([O-])([O-])=O.[Na+].[Na+]>C(Cl)Cl>[Br:1][C:2]1[CH:7]=[CH:6][C:5]([CH2:8][Br:12])=[CH:4][C:3]=1[F:10] |f:2.3.4|. Procedure: To a solution of (4-bromo-3-fluorophenyl)methanol (5 g, 24.39 mmol) in DCM (100 mL) was added PBr3 (2.76 mL, 29.3 mmol) dropwise. The resulting mixture was stirred at 20° C. After LCMS analysis showed the starting material had disappeared, the mixture was adjusted to pH=8 by aq Na2CO3. The organic layer was dried and concentrated to give the crude product, which was purified by column chromatography (PE/EA=10/1) to yield a white solid of 1-bromo-4-(bromomethyl)-2-fluorobenzene (4.2 g, 14.89 mmol... Reactants: COCCBr, COC(=O)c1c[nH]c2cc(Br)ccc12, [H-], [Na+], CN(C)C=O. The product is COCCn1cc(C(=O)OC)c2ccc(Br)cc21. RXN SMILES: [Br:17][CH2:18][CH2:19][O:20][CH3:21].[CH3:3][O:4][C:5](=[O:6])[c:7]1[cH:8][nH:9][c:10]2[cH:11][c:12]([Br:16])[cH:13][cH:14][c:15]12.[H-:1].[Na+:2].[O:22]=[CH:23][N:24]([CH3:25])[CH3:26]>>[CH3:3][O:4][C:5](=[O:6])[c:7]1[cH:8][n:9]([CH2:18][CH2:19][O:20][CH3:21])[c:10]2[cH:11][c:12]([Br:16])[cH:13][cH:14][c:15]12. Starting materials: CCO, Cc1cc(C)c(CCl)c(C)c1, N#C[Na], O. Product: Cc1cc(C)c(CC#N)c(C)c1. As a reaction SMILES: [CH3:4][CH2:5][OH:6].[Cl:7][CH2:8][c:9]1[c:10]([CH3:17])[cH:11][c:12]([CH3:16])[cH:13][c:14]1[CH3:15].[Na:1][C:2]#[N:3].[OH2:18]>>[C:2](#[N:3])[CH2:8][c:9]1[c:10]([CH3:17])[cH:11][c:12]([CH3:16])[cH:13][c:14]1[CH3:15]. Reactants: C(=O)=O (carbon dioxide), ClC1=C2C(=NC=C1)NC=C2 (4-Chloro-1H-pyrrolo[2,3-b]pyridine), [OH-].[Na+] (sodium hydroxide), [OH-].[Na+] (sodium hydroxide). Conditions: temperature 180 celsius. Product: N1C=CC2=C1N=CC=C2O (1H-pyrrolo[2,3-b]pyridine-4-ol). As a reaction SMILES: Cl[C:2]1[CH:7]=[CH:6][N:5]=[C:4]2[NH:8][CH:9]=[CH:10][C:3]=12.[OH-].[Na+].C(=O)=[O:14]>>[NH:8]1[C:4]2[N:5]=[CH:6][CH:7]=[C:2]([OH:14])[C:3]=2[CH:10]=[CH:9]1 |f:1.2|. Reported procedure: 4-Chloro-1H-pyrrolo-[2,3-b]pyridine [80 g, Reference Example 64] was treated with 10% aqueous sodium hydroxide solution (330 g) and heated to 180° C. for 8 hours in a parr bomb with magnetic stirring. The reaction mixture was cooled to room temperature and excess sodium hydroxide was neutralized with a large excess of solid carbon dioxide pellets. Undissolved starting material was removed by filtration and the filtrate was concentrated in vacuo. The residue was extracted with hot methanol (3×100...